From a dataset of the Open Reaction Database (ORD), a public repository of structured organic reaction records. describe an organic reaction: reactants, conditions, products, and yield Starting materials: Cl.FC1=CC=C(C=C1)CNC=1C=NC=CC1[N+](=O)[O-] (N-[(4-fluorophenyl)methyl]-4-nitro-3-pyridinamine monohydrochloride), S1C(=CC=C1)CN1C(=NC2=C1C=CC=C2)NC2CCN(CC2)CC#N (4-[[1-(2-thienylmethyl)-1H-benzimidazol-2-yl]amino]-1-piperidineacetonitrile), [OH-].[Na+] (sodium hydroxide), [H-].[Al+3].[Li+].[H-].[H-].[H-] (lithium aluminum hydride). Solvent: O1CCCC1 (tetrahydrofuran), O (water), O1CCCC1 (tetrahydrofuran), O (water). Run at time 3 hour. The product is NCCN1CCC(CC1)NC1=NC2=C(N1CC=1SC=CC1)C=CC=C2 (N-[1-(2-aminoethyl)-4-piperidinyl]-1-(2-thienylmethyl)-1H-benzimidazol-2-amine). The yield is 72.0%. As a reaction SMILES: [H-].[Al+3].[Li+].[H-].[H-].[H-].Cl.FC1C=CC(CNC2C=NC=CC=2[N+]([O-])=O)=CC=1.[S:26]1[CH:30]=[CH:29][CH:28]=[C:27]1[CH2:31][N:32]1[C:36]2[CH:37]=[CH:38][CH:39]=[CH:40][C:35]=2[N:34]=[C:33]1[NH:41][CH:42]1[CH2:47][CH2:46][N:45]([CH2:48][C:49]#[N:50])[CH2:44][CH2:43]1.[OH-].[Na+]>O1CCCC1.O>[NH2:50][CH2:49][CH2:48][N:45]1[CH2:46][CH2:47][CH:42]([NH:41][C:33]2[N:32]([CH2:31][C:27]3[S:26][CH:30]=[CH:29][CH:28]=3)[C:36]3[CH:37]=[CH:38][CH:39]=[CH:40][C:35]=3[N:34]=2)[CH2:43][CH2:44]1 |f:0.1.2.3.4.5,6.7,9.10|. Procedure details: To a stirred mixture of 2.5 parts of lithium aluminum hydride and 225 parts of tetrahydrofuran was added dropwise a solution of 13 parts of 4-[[1-(2-thienylmethyl)-1H-benzimidazol-2-yl]amino]-1-piperidineacetonitrile in tetrahydrofuran under nitrogen atmosphere. Upon completion, stirring was continued for 3 hours at reflux. The reaction mixture was cooled in an ace bath and decomposed by the successive additions of 2.5 parts of water, 7.5 parts of a sodium hydroxide solution 15% and 7.5 parts of... The reactants are C(C)NCC (diethyl amine), C(C)(C)(C)C=1C=C(C=C2C=C(C(OC12)=O)C(=O)O)\C=C\C(C1=CC=C(C=C1)C)=O ((E)-8-tert-butyl-2-oxo-6-(3-oxo-3-p-tolylprop-1-enyl)-2H-chromene-3-carboxylic acid), ( V ), C1=CC=CC=C1 (benzene), S(=O)(Cl)Cl (thionyl chloride). Conditions: time 30 minute. Yields the product C(C)(C)(C)C=1C=C(C=C2C=C(C(OC12)=O)C(=O)N(CC)CC)\C=C\C(C1=CC=C(C=C1)C)=O ((E)-8-tert-butyl-N,N-diethyl-2-oxo-6-(3-oxo-3-p-tolylprop-1-enyl)-2H-chromene-3-carboxamide). Reaction SMILES: [C:1]([C:5]1[CH:6]=[C:7](/[CH:19]=[CH:20]/[C:21](=[O:29])[C:22]2[CH:27]=[CH:26][C:25]([CH3:28])=[CH:24][CH:23]=2)[CH:8]=[C:9]2[C:14]=1[O:13][C:12](=[O:15])C(C(O)=O)=[CH:10]2)([CH3:4])([CH3:3])[CH3:2].S(Cl)(Cl)=[O:31].[CH2:34]([NH:36][CH2:37][CH3:38])[CH3:35].[CH:39]1[CH:44]=CC=CC=1>>[C:1]([C:5]1[CH:6]=[C:7](/[CH:19]=[CH:20]/[C:21](=[O:29])[C:22]2[CH:23]=[CH:24][C:25]([CH3:28])=[CH:26][CH:27]=2)[CH:8]=[C:9]2[C:14]=1[O:13][C:12](=[O:15])[C:35]([C:34]([N:36]([CH2:44][CH3:39])[CH2:37][CH3:38])=[O:31])=[CH:10]2)([CH3:2])([CH3:3])[CH3:4]. Procedure details: To a suspension of (E)-8-tert-butyl-2-oxo-6-(3-oxo-3-p-tolylprop-1-enyl)-2H-chromene-3-carboxylic acid of the formula (V) (0.5 g, 1.28 mmol) in benzene (10 mL), added thionyl chloride (1.0 mL), was refluxed for 2 h. The resulting solution was evaporated to dryness under reduced pressure, and the residue was dispersed in benzene (10 mL). The solvent was eliminated under reduced pressure. Dispersion in solvent and solvent elimination was repeated twice. The residue was dissolved in organic solvent... Starting materials: BrCc1ccccc1-c1ccccc1, CCOC(=O)CC(=O)OCC, CN(C)C=O, [H-], [H][H], [Na+], O, c1ccccc1. Product: CCOC(=O)C(Cc1ccccc1-c1ccccc1)C(=O)OCC. Reaction SMILES: [Br:16][CH2:17][c:18]1[c:19](-[c:24]2[cH:25][cH:26][cH:27][cH:28][cH:29]2)[cH:20][cH:21][cH:22][cH:23]1.[C:3]([CH2:4][C:5](=[O:6])[O:7][CH2:8][CH3:9])(=[O:10])[O:11][CH2:12][CH3:13].[CH3:30][N:31]([CH3:32])[CH:33]=[O:34].[H-:1].[H:14][H:15].[Na+:2].[OH2:35].[cH:36]1[cH:37][cH:38][cH:39][cH:40][cH:41]1>>[C:3]([CH:4]([C:5](=[O:6])[O:7][CH2:8][CH3:9])[CH2:17][c:18]1[c:19](-[c:24]2[cH:25][cH:26][cH:27][cH:28][cH:29]2)[cH:20][cH:21][cH:22][cH:23]1)(=[O:10])[O:11][CH2:12][CH3:13]. Reactants: NC1=C(C=CC=C1)S (2-aminothiophenol), C(=O)(O)C1=CC=C(C=O)C=C1 (4-carboxybenzaldehyde), CS(=O)C (DMSO). Solvent: O (water). Run at temperature 145 celsius, time 3.5 hour. Yields the product C(=O)(O)C1=CC=C(C=C1)C=1SC2=C(N1)C=CC=C2 (2-(4-Carboxyphenyl)benzothiazole). Isolated yield 82.0%. RXN SMILES: [NH2:1][C:2]1[CH:7]=[CH:6][CH:5]=[CH:4][C:3]=1[SH:8].[C:9]([C:12]1[CH:19]=[CH:18][C:15]([CH:16]=O)=[CH:14][CH:13]=1)([OH:11])=[O:10].CS(C)=O>O>[C:9]([C:12]1[CH:19]=[CH:18][C:15]([C:16]2[S:8][C:3]3[CH:4]=[CH:5][CH:6]=[CH:7][C:2]=3[N:1]=2)=[CH:14][CH:13]=1)([OH:11])=[O:10]. Procedure details: A mixture of 2-aminothiophenol (9.00 ml, 0.08 mol), 4-carboxybenzaldehyde (10.1 g, 0.07 mol) and DMSO (40 mL) was heated to 145° C., and held at this temperature for 3.5 hours. The reaction mixture was diluted with water, and separated solids were collected, dried and recrystallized from acetic acid; 14.15 g, (82% yield), white solid, m.p. 294.1-295.5° C. Mass Spectrum: m/z, 255 (M+), 238 (M—OH), 210 (M—COOH), 108. FT-IR (KBr; cm−1): 3051 (br; OH), 1684 (CO), 1609, 1424, 1407, 1291, 970, 756. An...